This data is from the Open Reaction Database (ORD), a public repository of structured organic reaction records. The task is: describe an organic reaction: reactants, conditions, products, and yield Starting materials: C(=O)(O)C12CCC(CC1)(CC2)NCC(=O)N2[C@@H](C[C@@H](C2)F)C#N ((2S,4S)-1-[[N-(4-carboxybicyclo[2.2.2]oct-1-yl)amino]acetyl]-4-fluoropyrrolidine-2-carbonitrile), CC1=C(N)C(=CC(=C1)C)C (2,4,6-trimethylaniline). Yields the product F[C@H]1C[C@H](N(C1)C(CNC12CCC(CC1)(CC2)C(=O)NC2=C(C=C(C=C2C)C)C)=O)C#N ((2S,4S)-4-fluoro-1-[[N-[4-[N-(2,4,6-trimethylphenyl)amino]carbonylbicyclo[2.2.2]oct-1-yl]amino]acetyl]pyrrolidine-2-carbonitrile). RXN SMILES: [C:1]([C:4]12[CH2:11][CH2:10][C:7]([NH:12][CH2:13][C:14]([N:16]3[CH2:20][C@@H:19]([F:21])[CH2:18][C@H:17]3[C:22]#[N:23])=[O:15])([CH2:8][CH2:9]1)[CH2:6][CH2:5]2)([OH:3])=O.[CH3:24][C:25]1[CH:31]=[C:30]([CH3:32])[CH:29]=[C:28]([CH3:33])[C:26]=1[NH2:27]>>[F:21][C@@H:19]1[CH2:20][N:16]([C:14](=[O:15])[CH2:13][NH:12][C:7]23[CH2:8][CH2:9][C:4]([C:1]([NH:27][C:26]4[C:28]([CH3:33])=[CH:29][C:30]([CH3:32])=[CH:31][C:25]=4[CH3:24])=[O:3])([CH2:11][CH2:10]2)[CH2:5][CH2:6]3)[C@H:17]([C:22]#[N:23])[CH2:18]1. Reported procedure: In a similar manner to Example 63, (2S,4S)-1-[[N-(4-carboxybicyclo[2.2.2]oct-1-yl)amino]acetyl]-4-fluoropyrrolidine-2-carbonitrile (75.0 mg) and 2,4,6-trimethylaniline (71.6 μL) were used to obtain (2S,4S)-4-fluoro-1-[[N-[4-[N-(2,4,6-trimethylphenyl)amino]carbonylbicyclo[2.2.2]oct-1-yl]amino]acetyl]pyrrolidine-2-carbonitrile (29.1 mg). Solvent: C(C)O (ethanol), C(C)O (ethanol), C(C)(=O)OCC (ethyl acetate). Procedure: To an ice-cooled and stirred mixture of 1-azido-2-chloro-4-trifluoromethyl-benzene (0.500 g, 1 eq) and commercial (5-chloro-2-methoxy-phenyl)-acetonitrile (0.492 g, 1.2 eq) in ethanol (4 ml) kept under nitrogen, a solution of sodium methoxide (0.183 g, 1.5 eq) in ethanol (2 ml) is added drop-wise (15 min). After the addition, the reaction mixture is allowed to reach room temperature spontaneously and stirring is then continued overnight at room temperature. The resulting reaction mixture is dilu... Reactants: N(=[N+]=[N-])C1=C(C=C(C=C1)C(F)(F)F)Cl (1-azido-2-chloro-4-trifluoromethyl-benzene), ClC=1C=CC(=C(C1)CC#N)OC ((5-chloro-2-methoxy-phenyl)-acetonitrile), C[O-].[Na+] (sodium methoxide), ice. As a reaction SMILES: [N:1]([C:4]1[CH:9]=[CH:8][C:7]([C:10]([F:13])([F:12])[F:11])=[CH:6][C:5]=1[Cl:14])=[N+:2]=[N-:3].[Cl:15][C:16]1[CH:17]=[CH:18][C:19]([O:25][CH3:26])=[C:20]([CH2:22][C:23]#[N:24])[CH:21]=1.C[O-].[Na+]>C(O)C.C(OCC)(=O)C>[Cl:15][C:16]1[CH:17]=[CH:18][C:19]([O:25][CH3:26])=[C:20]([C:22]2[N:3]=[N:2][N:1]([C:4]3[CH:9]=[CH:8][C:7]([C:10]([F:12])([F:13])[F:11])=[CH:6][C:5]=3[Cl:14])[C:23]=2[NH2:24])[CH:21]=1 |f:2.3|. Product: ClC=1C=CC(=C(C1)C1=C(N(N=N1)C1=C(C=C(C=C1)C(F)(F)F)Cl)N)OC (5-(5-Chloro-2-methoxy-phenyl)-3-(2-chloro-4-trifluoromethyl-phenyl)-3H-[1,2,3]triazol-4-ylamine). Yield: 49.5%. Reaction conditions: time 8 hour. Starting materials: CCCCCCCCC(=S)Cl, CCCCCC, c1ccncc1, c1ccc2[nH]c(-c3cscn3)nc2c1. Product: CCCCCCCCC(=S)n1c(-c2cscn2)nc2ccccc21. RXN SMILES: [CH2:1]([CH2:2][CH2:3][CH2:4][CH2:5][CH2:6][CH2:7][CH3:8])[C:9](=[S:10])[Cl:11].[CH3:32][CH2:33][CH2:34][CH2:35][CH2:36][CH3:37].[cH:26]1[cH:27][cH:28][n:29][cH:30][cH:31]1.[s:12]1[cH:13][n:14][c:15](-[c:17]2[nH:18][c:19]3[c:20]([n:21]2)[cH:22][cH:23][cH:24][cH:25]3)[cH:16]1>>[CH2:1]([CH2:2][CH2:3][CH2:4][CH2:5][CH2:6][CH2:7][CH3:8])[C:9](=[S:10])[n:21]1[c:17](-[c:15]2[n:14][cH:13][s:12][cH:16]2)[n:18][c:19]2[c:20]1[cH:22][cH:23][cH:24][cH:25]2. Starting materials: Clc1nc(Cl)nc(Nc2cc(C3CC3)n[nH]2)n1, CC1(C(=O)Nc2ccc(F)nc2)CCCN1c1nc(Cl)nc(Nc2cc(C3CC3)n[nH]2)n1, O=C(Nc1nccs1)C1CC(O)CN1. Product: O=C(Nc1nccs1)C1CC(O)CN1c1nc(Cl)nc(Nc2cc(C3CC3)[nH]n2)n1. As a reaction SMILES: [Cl:1][c:2]1[n:3][c:4]([NH:9][c:10]2[cH:11][c:12]([CH:15]3[CH2:16][CH2:17]3)[n:13][nH:14]2)[n:5][c:6]([Cl:8])[n:7]1.[Cl:32][c:33]1[n:34][c:35]([NH:36][c:37]2[nH:38][n:39][c:40]([CH:41]3[CH2:42][CH2:43]3)[cH:44]2)[n:45][c:46]([N:47]2[CH2:48][CH2:49][CH2:50][C:51]2([CH3:52])[C:53]([NH:54][c:55]2[cH:56][n:57][c:58]([F:59])[cH:60][cH:61]2)=[O:62])[n:63]1.[OH:18][CH:19]1[CH2:20][CH:21]([C:24](=[O:25])[NH:26][c:27]2[s:28][cH:29][cH:30][n:31]2)[NH:22][CH2:23]1>>[c:2]1([N:22]2[CH:21]([C:24](=[O:25])[NH:26][c:27]3[s:28][cH:29][cH:30][n:31]3)[CH2:20][CH:19]([OH:18])[CH2:23]2)[n:3][c:4]([NH:9][c:10]2[cH:11][c:12]([CH:15]3[CH2:16][CH2:17]3)[nH:13][n:14]2)[n:5][c:6]([Cl:8])[n:7]1. Starting materials: C1CCOC1, C[Si](C)(C)[N-][Si](C)(C)C, COc1ccc(C=O)cc1OC1CCCC1, COC(=O)CP(=O)(OCC(F)(F)F)OCC(F)(F)F, [K+], C1COCCOCCOCCOCCOCCO1. Yields the product COC(=O)C=Cc1ccc(OC)c(OC2CCCC2)c1. As a reaction SMILES: [CH2:64]1[O:65][CH2:66][CH2:67][CH2:68]1.[CH3:38][Si:39]([N-:40][Si:41]([CH3:42])([CH3:43])[CH3:44])([CH3:45])[CH3:46].[CH:48]1([O:53][c:54]2[cH:55][c:56]([CH:57]=[O:58])[cH:59][cH:60][c:61]2[O:62][CH3:63])[CH2:49][CH2:50][CH2:51][CH2:52]1.[F:19][C:20]([F:21])([F:22])[CH2:23][O:24][P:25](=[O:26])([O:27][CH2:28][C:29]([F:30])([F:36])[F:37])[CH2:31][C:32](=[O:33])[O:34][CH3:35].[K+:47].[O:1]1[CH2:2][CH2:3][O:4][CH2:5][CH2:6][O:7][CH2:8][CH2:9][O:10][CH2:11][CH2:12][O:13][CH2:14][CH2:15][O:16][CH2:17][CH2:18]1>>[CH:31]([C:32](=[O:33])[O:34][CH3:35])=[CH:57][c:56]1[cH:55][c:54]([O:53][CH:48]2[CH2:49][CH2:50][CH2:51][CH2:52]2)[c:61]([O:62][CH3:63])[cH:60][cH:59]1. The reactants are [OH-].[K+] (KOH), CC1=CC=C(C=C1)S(=O)(=O)N(C)N=O (diazald), N1C=NC2=C1C=C(C=C2)N2C(C(=C(C2C2=C(C(=CC=C2F)F)Cl)C2=CC=CC=C2)O)=O (1-(1H-benzo[d]imidazol-6-yl)-5-(2-chloro-3,6-difluorophenyl)-3-hydroxy-4-phenyl-1H-pyrrol-2(5H)-one). The solvent is CO.O (MeOH H2O). The product is N1C=NC2=C1C=C(C=C2)N2C(C(=C(C2C2=C(C(=CC=C2F)F)Cl)C)OC)=O (1-(1H-Benzo[d]imidazol-6-yl)-5-(2-chloro-3,6-difluorophenyl)-3-methoxy-4-methyl-1H-pyrrol-2(5H)-one). As a reaction SMILES: [OH-].[K+].[CH3:3]C1C=CC(S(N(N=O)C)(=O)=O)=CC=1.[NH:17]1[C:21]2[CH:22]=[C:23]([N:26]3[CH:30]([C:31]4[C:36]([F:37])=[CH:35][CH:34]=[C:33]([F:38])[C:32]=4[Cl:39])[C:29]([C:40]4C=CC=CC=4)=[C:28]([OH:46])[C:27]3=[O:47])[CH:24]=[CH:25][C:20]=2[N:19]=[CH:18]1>CO.O>[NH:17]1[C:21]2[CH:22]=[C:23]([N:26]3[CH:30]([C:31]4[C:36]([F:37])=[CH:35][CH:34]=[C:33]([F:38])[C:32]=4[Cl:39])[C:29]([CH3:40])=[C:28]([O:46][CH3:3])[C:27]3=[O:47])[CH:24]=[CH:25][C:20]=2[N:19]=[CH:18]1 |f:0.1,4.5|. Reported procedure: The compound was synthesized starting from KOH (10 eq in water), diazald (5 eq) ethylene glycol/Et2O (3/1 v/v), 1-(1H-benzo[d]imidazol-6-yl)-5-(2-chloro-3,6-difluorophenyl)-3-hydroxy-4-phenyl-1H-pyrrol-2(5H)-one (0.103 g, 0.25 mmol, 1 eq) and MeOH/H2O (90/10 v/v); yield: 0.013 g (13.3%); MS m/z: 390.2 [M+H]+; 1H-NMR: (400 MHz, DMSO-D6) δ: 1.78, 1.81 (2s, 3H), 3.94, 3.95 (2s, 3H), 6.34-6.35 (m, 1H), 7.11-7.17 (m, 1H), 7.25-7.29 (m, 1H), 7.35-7.40 (m, 1H), 7.52-7.54 (m, 1H), 7.67 (s, 1H), 8.35 (s,...